From a dataset of the Open Reaction Database (ORD), a public repository of structured organic reaction records. describe an organic reaction: reactants, conditions, products, and yield The reactants are CCc1ccccc1CCC(=O)O, Cc1ccccc1, O=S(Cl)Cl. Yields the product CCc1ccccc1CCC(=O)Cl. Reaction SMILES: [CH2:1]([CH3:2])[c:3]1[c:4]([CH2:9][CH2:10][C:11](=[O:12])[OH:13])[cH:5][cH:6][cH:7][cH:8]1.[CH3:18][c:19]1[cH:20][cH:21][cH:22][cH:23][cH:24]1.[S:14]([Cl:15])([Cl:16])=[O:17]>>[CH2:1]([CH3:2])[c:3]1[c:4]([CH2:9][CH2:10][C:11](=[O:13])[Cl:16])[cH:5][cH:6][cH:7][cH:8]1. The reactants are CCO, CC(C)Cc1nc2ccc(Cl)cc2c(-c2ccccc2)c1CN1C(=O)c2ccccc2C1=O, NN, O. The product is CC(C)Cc1nc2ccc(Cl)cc2c(-c2ccccc2)c1CN. As a reaction SMILES: [CH3:37][CH2:38][OH:39].[Cl:1][c:2]1[cH:3][c:4]2[c:5](-[c:28]3[cH:29][cH:30][cH:31][cH:32][cH:33]3)[c:6]([CH2:16][N:17]3[C:18](=[O:19])[c:20]4[c:21]([cH:22][cH:23][cH:24][cH:25]4)[C:26]3=[O:27])[c:7]([CH2:12][CH:13]([CH3:14])[CH3:15])[n:8][c:9]2[cH:10][cH:11]1.[NH2:35][NH2:36].[OH2:34]>>[Cl:1][c:2]1[cH:3][c:4]2[c:5](-[c:28]3[cH:29][cH:30][cH:31][cH:32][cH:33]3)[c:6]([CH2:16][NH2:17])[c:7]([CH2:12][CH:13]([CH3:14])[CH3:15])[n:8][c:9]2[cH:10][cH:11]1. Reactants: Cl (HCl), aq. solution, OO (H2O2), CC=1C=C2C(C(NC2=C(C1)[N+](=O)[O-])=O)=O (5-methyl-7-nitro-1H-indole-2,3-dione). The solvent is [OH-].[Na+] (NaOH), O (water). Conditions: time 12 hour. Product: NC1=C(C(=O)O)C=C(C=C1[N+](=O)[O-])C (2-Amino-5-methyl-3-nitro-benzoic acid). The yield is 85.0%. RXN SMILES: [CH3:1][C:2]1[CH:3]=[C:4]2[C:8](=[C:9]([N+:11]([O-:13])=[O:12])[CH:10]=1)[NH:7]C(=O)[C:5]2=[O:15].[OH:16]O.Cl>[OH-].[Na+].O>[NH2:7][C:8]1[C:9]([N+:11]([O-:13])=[O:12])=[CH:10][C:2]([CH3:1])=[CH:3][C:4]=1[C:5]([OH:15])=[O:16] |f:3.4|. Procedure: A solution of 5-methyl-7-nitro-1H-indole-2,3-dione (6.5 g, 0.0315 mol) in 2N NaOH (35 mL) was cooled to 20° C. and a 30% aq. solution of H2O2 (6.5 mL) was added slowly over a period of 15 min. The reaction mixture was brought to room temperature and stirred for 12 h, then diluted with water (75 mL). The pH was adjusted to 2 with conc. HCl. The formed precipitate was filtered and dried in a vacuum oven to get 5.3 g of the required product as a yellow coloured solid (85%). Starting materials: C(C)(C)N(CCN1C(NCC2=C1N=C(C=C2C)C)=O)C(C)C (1-(2-diisopropylaminoethyl)-5,7-dimethyl-1,2,3,4-tetrahydropyrido[2,3-d]pyrimidin-2-one). Reagents/catalysts: [O-2].[O-2].[Mn+4] (manganese dioxide). Run in C(Cl)Cl (methylene chloride). The product is C(C)(C)N(CCN1C(N=CC2=C1N=C(C=C2C)C)=O)C(C)C (1-(2-Diisopropylaminoethyl)-5,7-dimethyl-1,2-dihydropyrido[2,3-d]-pyrimidin-2-one). Isolated yield 59.6%. As a reaction SMILES: [CH:1]([N:4]([CH:20]([CH3:22])[CH3:21])[CH2:5][CH2:6][N:7]1[C:12]2[N:13]=[C:14]([CH3:18])[CH:15]=[C:16]([CH3:17])[C:11]=2[CH2:10][NH:9][C:8]1=[O:19])([CH3:3])[CH3:2]>C(Cl)Cl.[O-2].[O-2].[Mn+4]>[CH:20]([N:4]([CH:1]([CH3:3])[CH3:2])[CH2:5][CH2:6][N:7]1[C:12]2[N:13]=[C:14]([CH3:18])[CH:15]=[C:16]([CH3:17])[C:11]=2[CH:10]=[N:9][C:8]1=[O:19])([CH3:22])[CH3:21] |f:2.3.4|. Procedure: A solution of 1-(2-diisopropylaminoethyl)-5,7-dimethyl-1,2,3,4-tetrahydropyrido[2,3-d]pyrimidin-2-one (3.5 g, 11.1 mmol) in methylene chloride (100 ml) containing activated manganese dioxide (9.0 g) is heated at reflux for 16 hours. The solution is filtered hot to remove the manganese dioxide and the manganese dioxide is extracted twice with hot chloroform. The organic extracts are combined, dried and evaporated to give 3.6 g of crude product which is crystallized from cyclohexane to give 2.0 g ... Reactants: ClCCl, O, OCCCc1ccccc1CO. Yields the product COCCCc1ccccc1CO. Reaction SMILES: [CH2:14]([Cl:15])[Cl:16].[OH2:13].[OH:1][CH2:2][c:3]1[c:4]([CH2:9][CH2:10][CH2:11][OH:12])[cH:5][cH:6][cH:7][cH:8]1>>[OH:1][CH2:2][c:3]1[c:4]([CH2:9][CH2:10][CH2:11][O:12][CH3:14])[cH:5][cH:6][cH:7][cH:8]1. The reactants are ClCCl, O=C(Cl)CC(F)=C(F)F, COc1cc(OC)nc(N)n1, O=C([O-])[O-], O. The product is COc1cc(OC)nc(NC(=O)CC(F)=C(F)F)n1. RXN SMILES: [Cl:25][CH2:26][Cl:27].[F:16][C:17]([CH2:18][C:19](=[O:20])[Cl:21])=[C:22]([F:23])[F:24].[NH2:1][c:2]1[n:3][c:4]([O:10][CH3:11])[cH:5][c:6]([O:8][CH3:9])[n:7]1.[O-:12][C:13](=[O:14])[O-:15].[OH2:28]>>[NH:1]([c:2]1[n:3][c:4]([O:10][CH3:11])[cH:5][c:6]([O:8][CH3:9])[n:7]1)[C:19]([CH2:18][C:17]([F:16])=[C:22]([F:23])[F:24])=[O:20]. Reaction SMILES: C[O:2][C:3](=O)[CH2:4][C:5](=[O:28])[CH2:6][C:7]([CH:23]1[CH2:27][CH2:26][CH2:25][CH2:24]1)([OH:22])[CH2:8][CH2:9][C:10]#[C:11][C:12]1[CH:17]=[CH:16][CH:15]=[C:14]([S:18](=[O:21])(=[O:20])[NH2:19])[CH:13]=1.COC(=O)CC(=O)CC(C1CCCC1)(O)CCC#CC1C=C(C)C(O)=CC=1C>>[CH:23]1([C:7]2([CH2:8][CH2:9][C:10]#[C:11][C:12]3[CH:13]=[C:14]([S:18]([NH2:19])(=[O:20])=[O:21])[CH:15]=[CH:16][CH:17]=3)[CH2:6][C:5](=[O:28])[CH2:4][C:3](=[O:2])[O:22]2)[CH2:24][CH2:25][CH2:26][CH2:27]1. Product: C1(CCCC1)C1(OC(CC(C1)=O)=O)CCC#CC=1C=C(C=CC1)S(=O)(=O)N (3-[4-(2-Cyclopentyl-4,6-dioxo-tetrahydro-pyran-2-yl)-but-1-ynyl]-benzenesulfonamide). Procedure: The desired product was prepared analogously to example F(1), substituting 5-cyclopentyl-5-hydroxy-3-oxo-9-(3-sulfamoyl-phenyl)-non-8-ynoic acid methyl ester (80 mg, 0.19 mmol) from Step 2 below in place of 5-cyclopentyl-5-hydroxy-9-(4-hydroxy-2,5-dimethyl-phenyl)-3-oxo-non-8-ynoic acid methyl ester. Yield: 17 mg, 23%. Reactants: COC(CC(CC(CCC#CC1=CC(=CC=C1)S(N)(=O)=O)(O)C1CCCC1)=O)=O (5-cyclopentyl-5-hydroxy-3-oxo-9-(3-sulfamoyl-phenyl)-non-8-ynoic acid methyl ester), COC(CC(CC(CCC#CC1=C(C=C(C(=C1)C)O)C)(O)C1CCCC1)=O)=O (5-cyclopentyl-5-hydroxy-9-(4-hydroxy-2,5-dimethyl-phenyl)-3-oxo-non-8-ynoic acid methyl ester). Starting materials: [BH4-], CO, [Na+], CC(=O)c1ccc2c(c1)OCO2. Yields the product CC(O)c1ccc2c(c1)OCO2. Reaction SMILES: [BH4-:13].[CH3:15][OH:16].[Na+:14].[O:1]1[CH2:2][O:3][c:4]2[c:5]1[cH:6][cH:7][c:8]([C:10]([CH3:11])=[O:12])[cH:9]2>>[O:1]1[CH2:2][O:3][c:4]2[c:5]1[cH:6][cH:7][c:8]([CH:10]([CH3:11])[OH:12])[cH:9]2. Starting materials: O=C(O)C12CC3CC(C(=O)O)(C1)CC(C(=O)O)(C3)C2, CC(=O)O, O, O=C1c2ccccc2C(=O)N1O. Yields the product O=C(O)C12CC3(O)CC(C(=O)O)(C1)CC(C(=O)O)(C3)C2. Reaction SMILES: [C:2](=[O:3])([OH:4])[C:5]12[CH2:6][C:7]3([C:18](=[O:19])[OH:20])[CH2:8][C:9]([C:15](=[O:16])[OH:17])([CH2:10][CH:11]([CH2:12]1)[CH2:13]3)[CH2:14]2.[CH3:33][C:34](=[O:35])[OH:36].[O:1].[OH:21][N:22]1[C:23](=[O:24])[c:25]2[cH:26][cH:27][cH:28][cH:29][c:30]2[C:31]1=[O:32]>>[C:2](=[O:3])([OH:4])[C:5]12[CH2:6][C:7]3([C:18](=[O:19])[OH:20])[CH2:8][C:9]([C:15](=[O:16])[OH:17])([CH2:10][C:11]([OH:21])([CH2:12]1)[CH2:13]3)[CH2:14]2. The reactants are ClC=1C(=NC2=CC=C(C=C2N1)C(=O)OC)C1=CC=CC=C1 (methyl 3-chloro-2-phenylquinoxaline-6-carboxylate), FC(C1=CC=C(C=C1)B(O)O)(F)F (4-(trifluoromethyl)phenylboronic acid), [O-]P(=O)([O-])[O-].[K+].[K+].[K+] (K3PO4). The reagents and catalysts are C=1C=CC(=CC1)[P](C=2C=CC=CC2)(C=3C=CC=CC3)[Pd]([P](C=4C=CC=CC4)(C=5C=CC=CC5)C=6C=CC=CC6)([P](C=7C=CC=CC7)(C=8C=CC=CC8)C=9C=CC=CC9)[P](C=1C=CC=CC1)(C=1C=CC=CC1)C=1C=CC=CC1 (Pd(PPh3)4). Run in C1(=CC=CC=C1)C (toluene). The product is C1(=CC=CC=C1)C1=NC2=CC=C(C=C2N=C1C1=CC=C(C=C1)C(F)(F)F)C(=O)OC (Methyl 2-phenyl-3-(4-(trifluoromethyl)phenyl)quinoxaline-6-carboxylate). RXN SMILES: Cl[C:2]1[C:3]([C:16]2[CH:21]=[CH:20][CH:19]=[CH:18][CH:17]=2)=[N:4][C:5]2[C:10]([N:11]=1)=[CH:9][C:8]([C:12]([O:14][CH3:15])=[O:13])=[CH:7][CH:6]=2.[F:22][C:23]([F:34])([F:33])[C:24]1[CH:29]=[CH:28][C:27](B(O)O)=[CH:26][CH:25]=1.[O-]P([O-])([O-])=O.[K+].[K+].[K+]>C1(C)C=CC=CC=1.C1C=CC([P]([Pd]([P](C2C=CC=CC=2)(C2C=CC=CC=2)C2C=CC=CC=2)([P](C2C=CC=CC=2)(C2C=CC=CC=2)C2C=CC=CC=2)[P](C2C=CC=CC=2)(C2C=CC=CC=2)C2C=CC=CC=2)(C2C=CC=CC=2)C2C=CC=CC=2)=CC=1>[C:16]1([C:3]2[C:2]([C:27]3[CH:28]=[CH:29][C:24]([C:23]([F:34])([F:33])[F:22])=[CH:25][CH:26]=3)=[N:11][C:10]3[C:5](=[CH:6][CH:7]=[C:8]([C:12]([O:14][CH3:15])=[O:13])[CH:9]=3)[N:4]=2)[CH:21]=[CH:20][CH:19]=[CH:18][CH:17]=1 |f:2.3.4.5,^1:53,55,74,93|. Procedure: A suspension of methyl 3-chloro-2-phenylquinoxaline-6-carboxylate (100 mg, 0.33 mmol, 1.00 equiv), 4-(trifluoromethyl)phenylboronic acid (69.9 mg, 0.37 mmol, 1.10 equiv), K3PO4 (142 mg, 0.67 mmol, 2.00 equiv), Pd(PPh3)4 (11 mg, 0.01 mmol, 0.03 equiv) in toluene (1 mL) was placed in a 10-mL sealed tube under an inert atmosphere allowed to react, with stifling, overnight at 100° C. in an oil bath. The reaction was quenched by the addition of 20 mL of water, and the solids were collected by filtrat...